From a dataset of the Open Reaction Database (ORD), a public repository of structured organic reaction records. describe an organic reaction: reactants, conditions, products, and yield Reactants: C(=O)N1CC(CC2=CC(=CC=C12)Br)NC=O (N-(1-formyl-6-bromo-1,2,3,4-tetrahydro-3-quinolyl)formamide), [N+](=O)([O-])[O-].[Na+] (sodium nitrate). The solvent is FC(C(=O)O)(F)F (trifluoracetic acid). Conditions: time 18 hour. Product: C(=O)N1CC(CC2=CC(=CC(=C12)[N+](=O)[O-])Br)NC=O (N-(1-formyl-6-bromo-1,2,3,4-tetrahydro-8-nitro-3-quinolyl)formamide). Isolated yield 95.7%. As a reaction SMILES: [CH:1]([N:3]1[C:12]2[C:7](=[CH:8][C:9]([Br:13])=[CH:10][CH:11]=2)[CH2:6][CH:5]([NH:14][CH:15]=[O:16])[CH2:4]1)=[O:2].[N+:17]([O-])([O-:19])=[O:18].[Na+]>FC(F)(F)C(O)=O>[CH:1]([N:3]1[C:12]2[C:7](=[CH:8][C:9]([Br:13])=[CH:10][C:11]=2[N+:17]([O-:19])=[O:18])[CH2:6][CH:5]([NH:14][CH:15]=[O:16])[CH2:4]1)=[O:2] |f:1.2|. Procedure: A mixture of N-(1-formyl-6-bromo-1,2,3,4-tetrahydro-3-quinolyl)formamide (12.8 g, 45.2 mmol) and sodium nitrate (12.8 g, 150 mmol) in trifluoracetic acid (100 mL) was stirred at room temperature for 18 hours. The bulk of the solvent was removed under reduced pressure and the residue was partitioned between ethyl acetate and water. The ethyl acetate was washed with sodium hydroxide and water, and the ethyl acetate was removed to give 14.2 g of N-(1-formyl-6-bromo-1,2,3,4-tetrahydro-8-nitro-3-quin...